From a dataset of the Open Reaction Database (ORD), a public repository of structured organic reaction records. describe an organic reaction: reactants, conditions, products, and yield The reactants are BrC1=CC=C(CC2(CC2)C#N)C=C1 (1-(4-Bromo-benzyl)-cyclopropanecarbonitrile), CO (MeOH), [OH-].[Na+] (NaOH). Yields the product BrC1=CC=C(CC2(CC2)C(=O)O)C=C1 (1-(4-Bromo-benzyl)-cyclopropanecarboxylic acid). Reaction SMILES: [Br:1][C:2]1[CH:13]=[CH:12][C:5]([CH2:6][C:7]2([C:10]#N)[CH2:9][CH2:8]2)=[CH:4][CH:3]=1.[OH-:14].[Na+].C[OH:17]>>[Br:1][C:2]1[CH:13]=[CH:12][C:5]([CH2:6][C:7]2([C:10]([OH:17])=[O:14])[CH2:9][CH2:8]2)=[CH:4][CH:3]=1 |f:1.2|. Procedure: 1-(4-Bromo-benzyl)-cyclopropanecarbonitrile (from the previous step) was dissolved in MeOH and NaOH (35% aq.) and the reaction was heated to reflux for 8 hours. After cooling the reaction was submitted to standard acid-base workup to afford the title compound. Reactants: CC1(C)CC(c2ccccc2N)Nc2ccc(Cl)cc21, ClCCl, O=S(=O)(Cl)c1ccc(F)cc1, c1ccncc1. As a reaction SMILES: [Cl:1][c:2]1[cH:3][c:4]2[c:9]([cH:10][cH:11]1)[NH:8][CH:7]([c:12]1[c:13]([NH2:14])[cH:15][cH:16][cH:17][cH:18]1)[CH2:6][C:5]2([CH3:19])[CH3:20].[Cl:38][CH2:39][Cl:40].[F:27][c:28]1[cH:29][cH:30][c:31]([S:34](=[O:35])(=[O:36])[Cl:37])[cH:32][cH:33]1.[cH:21]1[cH:22][cH:23][n:24][cH:25][cH:26]1>>[Cl:1][c:2]1[cH:3][c:4]2[c:9]([cH:10][cH:11]1)[NH:8][CH:7]([c:12]1[c:13]([NH:14][S:34]([c:31]3[cH:30][cH:29][c:28]([F:27])[cH:33][cH:32]3)(=[O:35])=[O:36])[cH:15][cH:16][cH:17][cH:18]1)[CH2:6][C:5]2([CH3:19])[CH3:20]. Product: CC1(C)CC(c2ccccc2NS(=O)(=O)c2ccc(F)cc2)Nc2ccc(Cl)cc21. The reactants are CN1CCCC1=O, Cc1cc(Cl)c(S(C)(=O)=O)cc1C(=O)O, N#C[Cu], O. Product: Cc1cc(C#N)c(S(C)(=O)=O)cc1C(=O)O. RXN SMILES: [CH3:16][N:17]1[CH2:18][CH2:19][CH2:20][C:21]1=[O:22].[CH3:1][c:2]1[c:3]([C:4](=[O:5])[OH:6])[cH:7][c:8]([S:12](=[O:13])(=[O:14])[CH3:15])[c:9]([Cl:11])[cH:10]1.[Cu:23][C:24]#[N:25].[OH2:26]>>[CH3:1][c:2]1[c:3]([C:4](=[O:5])[OH:6])[cH:7][c:8]([S:12](=[O:13])(=[O:14])[CH3:15])[c:9]([C:16]#[N:17])[cH:10]1. Reactants: C(C1=CC=CC=C1)C=1OC2=C(C1C1=CC=C(C=C1)C1=CC=C(C=C1)O)C=CC=C2 (4′-(2-benzyl-benzofuran-3-yl)-biphenyl-4-ol), ClS(=O)(=O)C1=CC=C(C(=O)O)C=C1 (4-chlorosulfonyl-benzoic acid). Yields the product C(C1=CC=CC=C1)C=1OC2=C(C1C1=CC=C(C=C1)C1=CC=C(C=C1)OS(=O)(=O)C1=CC=C(C(=O)O)C=C1)C=CC=C2 (4-[4′-(2-Benzyl-benzofuran-3-yl)-biphenyl-4-yloxysulfonyl]-benzoic acid). Reaction SMILES: [CH2:1]([C:8]1[O:9][C:10]2[CH:29]=[CH:28][CH:27]=[CH:26][C:11]=2[C:12]=1[C:13]1[CH:18]=[CH:17][C:16]([C:19]2[CH:24]=[CH:23][C:22]([OH:25])=[CH:21][CH:20]=2)=[CH:15][CH:14]=1)[C:2]1[CH:7]=[CH:6][CH:5]=[CH:4][CH:3]=1.Cl[S:31]([C:34]1[CH:42]=[CH:41][C:37]([C:38]([OH:40])=[O:39])=[CH:36][CH:35]=1)(=[O:33])=[O:32]>>[CH2:1]([C:8]1[O:9][C:10]2[CH:29]=[CH:28][CH:27]=[CH:26][C:11]=2[C:12]=1[C:13]1[CH:18]=[CH:17][C:16]([C:19]2[CH:24]=[CH:23][C:22]([O:25][S:31]([C:34]3[CH:35]=[CH:36][C:37]([C:38]([OH:40])=[O:39])=[CH:41][CH:42]=3)(=[O:33])=[O:32])=[CH:21][CH:20]=2)=[CH:15][CH:14]=1)[C:2]1[CH:3]=[CH:4][CH:5]=[CH:6][CH:7]=1. Procedure: The title compound was prepared from 4′-(2-benzyl-benzofuran-3-yl)-biphenyl-4-ol and 4-chlorosulfonyl-benzoic acid, in substantially the same manner, as described in Example 1 step g, and was obtained as a white solid, mp 186-188° C.; MS m/e 559 (M-H)+;